This data is from the Open Reaction Database (ORD), a public repository of structured organic reaction records. The task is: describe an organic reaction: reactants, conditions, products, and yield Reactants: C1(=CC=C(C=C1)S(=O)(=O)Cl)C (p-toluene sulfonyl chloride), N[C@@H](C)C(=O)O (L-alanine), Cl (hydrochloric acid). Solvent: [OH-].[Na+] (sodium hydroxide), C1(=CC=CC=C1)C (toluene). Reaction conditions: time 24 hour. Yields the product S(=O)(=O)(C1=CC=C(C)C=C1)N[C@@H](C)C(=O)O (N-tosyl-L-alanine). RXN SMILES: [C:1]1([CH3:11])[CH:6]=[CH:5][C:4]([S:7](Cl)(=[O:9])=[O:8])=[CH:3][CH:2]=1.[NH2:12][C@H:13]([C:15]([OH:17])=[O:16])[CH3:14].Cl>C1(C)C=CC=CC=1.[OH-].[Na+]>[S:7]([NH:12][C@H:13]([C:15]([OH:17])=[O:16])[CH3:14])([C:4]1[CH:5]=[CH:6][C:1]([CH3:11])=[CH:2][CH:3]=1)(=[O:9])=[O:8] |f:4.5|. Procedure: 100 g of p-toluene sulfonyl chloride in 200 ml of toluene was slowly added to 50 g (0.505 mole) of L-alanine dissolved in 1 l 1N-sodium hydroxide cooled to below 5° C. and stirred at room temperature for 24 hours. Then, the aquose layer was cooled to below 5° C. and with a slow addition of concentrated hydrochloric acid, pH was adjusted to 1.5. After standing in the refrigerator for 3 to 4 hours, the white solid, so formed,.was filtered, washed with water sufficiently and dried.